Dataset: the Open Reaction Database (ORD), a public repository of structured organic reaction records. Task: describe an organic reaction: reactants, conditions, products, and yield Starting materials: CC(C)COC(=O)C(C)O, CCOC(C)=O, C=COC1CCCCC1, Cc1ccc(S(=O)(=O)[O-])cc1, c1cc[nH+]cc1. Yields the product CC(C)COC(=O)C(C)OC(C)OC1CCCCC1. RXN SMILES: [C:18]([CH:19]([OH:20])[CH3:21])(=[O:22])[O:23][CH2:24][CH:25]([CH3:26])[CH3:27].[CH3:37][CH2:38][O:39][C:40](=[O:41])[CH3:42].[CH:28](=[CH2:29])[O:30][CH:31]1[CH2:32][CH2:33][CH2:34][CH2:35][CH2:36]1.[c:1]1([CH3:2])[cH:3][cH:4][c:5]([S:6]([O-:7])(=[O:8])=[O:9])[cH:10][cH:11]1.[nH+:12]1[cH:13][cH:14][cH:15][cH:16][cH:17]1>>[C:18]([CH:19]([O:20][CH:28]([CH3:29])[O:30][CH:31]1[CH2:32][CH2:33][CH2:34][CH2:35][CH2:36]1)[CH3:21])(=[O:22])[O:23][CH2:24][CH:25]([CH3:26])[CH3:27]. Reactants: C(#N)[BH3-].[Na+] (Sodium cyanoborohydride), FC=1C=C(C(=O)NC2=CC=C(C3=CC=CC=C23)C=O)C=C(C1)N1CCOCC1 (3-Fluoro-N-(4-formyl-naphthalen-1-yl)-5-morpholin-4-yl-benzamide), C(C)(=O)OCC (ethyl acetate). Solvent: N1CCOCC1 (morpholine). Run at temperature 100 celsius. Yields the product FC=1C=C(C(=O)NC2=CC=C(C3=CC=CC=C23)CN2CCOCC2)C=C(C1)N1CCOCC1 (3-Fluoro-5-morpholin-4-yl-N-(4-morpholin-4-ylmethyl-naphthalen-1-yl)-benzamide). RXN SMILES: [F:1][C:2]1[CH:3]=[C:4]([CH:20]=[C:21]([N:23]2[CH2:28][CH2:27][O:26][CH2:25][CH2:24]2)[CH:22]=1)[C:5]([NH:7][C:8]1[C:17]2[C:12](=[CH:13][CH:14]=[CH:15][CH:16]=2)[C:11](C=O)=[CH:10][CH:9]=1)=[O:6].[C:29]([BH3-])#[N:30].[Na+].[C:33]([O:36][CH2:37][CH3:38])(=O)[CH3:34]>N1CCOCC1>[F:1][C:2]1[CH:3]=[C:4]([CH:20]=[C:21]([N:23]2[CH2:28][CH2:27][O:26][CH2:25][CH2:24]2)[CH:22]=1)[C:5]([NH:7][C:8]1[C:17]2[C:12](=[CH:13][CH:14]=[CH:15][CH:16]=2)[C:11]([CH2:29][N:30]2[CH2:38][CH2:37][O:36][CH2:33][CH2:34]2)=[CH:10][CH:9]=1)=[O:6] |f:1.2|. Reported procedure: 3-Fluoro-N-(4-formyl-naphthalen-1-yl)-5-morpholin-4-yl-benzamide (100 mg, 264 μmol) in morpholine (2.5 ml) is heated to 100° C. for 2.5 hours. Sodium cyanoborohydride (200 mg) is then added and the mixture heated at 100° C. for an additional 2 hours. The mixture is cooled to room temperature poured into ethyl acetate (100 ml), washed with water (2×50 ml) and brine (50 ml). The organic layer is dried over anhydrous sodium sulfate and evaporated to dryness. The residue is purified by column chroma... Starting materials: CCOC(=O)N1CCC(Nc2nc3cc([N+](=O)[O-])ccc3o2)CC1, CCO, [H][H]. Yields the product CCOC(=O)N1CCC(Nc2nc3cc(N)ccc3o2)CC1. RXN SMILES: [CH2:1]([CH3:2])[O:3][C:4](=[O:5])[N:6]1[CH2:7][CH2:8][CH:9]([NH:12][c:13]2[o:14][c:15]3[c:16]([n:17]2)[cH:18][c:19]([N+:22]([O-:23])=[O:24])[cH:20][cH:21]3)[CH2:10][CH2:11]1.[CH3:27][CH2:28][OH:29].[H:25][H:26]>>[CH2:1]([CH3:2])[O:3][C:4](=[O:5])[N:6]1[CH2:7][CH2:8][CH:9]([NH:12][c:13]2[o:14][c:15]3[c:16]([n:17]2)[cH:18][c:19]([NH2:22])[cH:20][cH:21]3)[CH2:10][CH2:11]1. Reactants: [C-]#N, CCCC[N+](CCCC)(CCCC)CCCC, CC#N, COc1cc(Cl)cc(C(=O)Nc2ccc(Cl)cn2)c1NC(=O)c1scc(CN2CCN=C2CCl)c1Cl, O=C(O)C(F)(F)F. Yields the product COc1cc(Cl)cc(C(=O)Nc2ccc(Cl)cn2)c1NC(=O)c1scc(CN2CCN=C2CC#N)c1Cl. RXN SMILES: [C-:47]#[N:48].[CH2:49]([N+:50]([CH2:51][CH2:52][CH2:53][CH3:54])([CH2:55][CH2:56][CH2:57][CH3:58])[CH2:59][CH2:60][CH2:61][CH3:62])[CH2:63][CH2:64][CH3:65].[CH3:44][C:45]#[N:46].[Cl:1][c:2]1[cH:3][cH:4][c:5]([NH:8][C:9]([c:10]2[c:11]([NH:19][C:20](=[O:21])[c:22]3[s:23][cH:24][c:25]([CH2:28][N:29]4[C:30]([CH2:34][Cl:35])=[N:31][CH2:32][CH2:33]4)[c:26]3[Cl:27])[c:12]([O:17][CH3:18])[cH:13][c:14]([Cl:16])[cH:15]2)=[O:36])[n:6][cH:7]1.[OH:37][C:38]([C:39]([F:40])([F:41])[F:42])=[O:43]>>[Cl:1][c:2]1[cH:3][cH:4][c:5]([NH:8][C:9]([c:10]2[c:11]([NH:19][C:20](=[O:21])[c:22]3[s:23][cH:24][c:25]([CH2:28][N:29]4[C:30]([CH2:34][C:45]#[N:46])=[N:31][CH2:32][CH2:33]4)[c:26]3[Cl:27])[c:12]([O:17][CH3:18])[cH:13][c:14]([Cl:16])[cH:15]2)=[O:36])[n:6][cH:7]1. Reactants: O.C1(=CC=C(C=C1)S(=O)(=O)O)C (Toluene-4-sulfonic acid monohydrate), C(CCCCCCCCCCCCCCCCCCCCCCC(=O)O)(=O)O (tetracosanedioic acid), C(C1=CC=CC=C1)O (benzyl alcohol). Run in C1=CC=CC=C1 (benzene), C1=CC=CC=C1 (benzene). Yields the product C(CCCCCCCCCCCCCCCCCCCCCCC(=O)O)(=O)OCC1=CC=CC=C1 (Benzyl hydrogen tetracosanedioate). Reaction SMILES: O.[C:2]1([CH3:12])[CH:7]=[CH:6][C:5](S(O)(=O)=O)=[CH:4][CH:3]=1.[C:13]([OH:40])(=[O:39])[CH2:14][CH2:15][CH2:16][CH2:17][CH2:18][CH2:19][CH2:20][CH2:21][CH2:22][CH2:23][CH2:24][CH2:25][CH2:26][CH2:27][CH2:28][CH2:29][CH2:30][CH2:31][CH2:32][CH2:33][CH2:34][CH2:35][C:36]([OH:38])=[O:37].C(O)C1C=CC=CC=1>C1C=CC=CC=1>[C:13]([O:40][CH2:12][C:2]1[CH:7]=[CH:6][CH:5]=[CH:4][CH:3]=1)(=[O:39])[CH2:14][CH2:15][CH2:16][CH2:17][CH2:18][CH2:19][CH2:20][CH2:21][CH2:22][CH2:23][CH2:24][CH2:25][CH2:26][CH2:27][CH2:28][CH2:29][CH2:30][CH2:31][CH2:32][CH2:33][CH2:34][CH2:35][C:36]([OH:38])=[O:37] |f:0.1|. Procedure details: Toluene-4-sulfonic acid monohydrate (0.05 g, 0.28 mmol) is added to a suspension of tetracosanedioic acid (5.0 g, 80%, 10.03 mmol) in benzene (180 ml). The mixture is heated to 80° C., whereafter benzyl alcohol (1.08 g, 10.03 mmol) in benzene (10 ml) is added dropwise to the resulting solution. The reaction mixture is refluxed for 20 hours and water is removed azeotropically with a Dean Stark trap. The solvent is removed under reduced pressure and the residue washed with petroleum ether. The pro... Reactants: Cl.CS(=O)(=O)C=1C=C(C=CC1)C1=CC(=CC=C1)C1N(CCNC1)C1=C(C=CC=C1)C (2-(3′-methanesulfonyl-biphenyl-3-yl)-1-o-tolyl-piperazine hydrochloride), O (Water), C(C)(=O)OCC (ethyl acetate), C1(=CC=CC=C1)S(=O)(=O)Cl (benzenesulfonyl chloride). Solvent: C1CCOC1 (THF). Run at time 30 minute. Yields the product C1(=CC=CC=C1)S(=O)(=O)N1CC(N(CC1)C1=C(C=CC=C1)C)C=1C=C(C=CC1)C1=CC(=CC=C1)S(=O)(=O)C (4-benzenesulfonyl-2-(3′-methanesulfonyl-biphenyl-3-yl)-1-o-tolyl-piperazine). Yield: 42.0%. As a reaction SMILES: Cl.[CH3:2][S:3]([C:6]1[CH:7]=[C:8]([C:12]2[CH:17]=[CH:16][CH:15]=[C:14]([CH:18]3[CH2:23][NH:22][CH2:21][CH2:20][N:19]3[C:24]3[CH:29]=[CH:28][CH:27]=[CH:26][C:25]=3[CH3:30])[CH:13]=2)[CH:9]=[CH:10][CH:11]=1)(=[O:5])=[O:4].[C:31]1([S:37](Cl)(=[O:39])=[O:38])[CH:36]=[CH:35][CH:34]=[CH:33][CH:32]=1.O.C(OCC)(=O)C>C1COCC1>[C:31]1([S:37]([N:22]2[CH2:21][CH2:20][N:19]([C:24]3[CH:29]=[CH:28][CH:27]=[CH:26][C:25]=3[CH3:30])[CH:18]([C:14]3[CH:13]=[C:12]([C:8]4[CH:9]=[CH:10][CH:11]=[C:6]([S:3]([CH3:2])(=[O:4])=[O:5])[CH:7]=4)[CH:17]=[CH:16][CH:15]=3)[CH2:23]2)(=[O:39])=[O:38])[CH:36]=[CH:35][CH:34]=[CH:33][CH:32]=1 |f:0.1|. Procedure details: To a solution of 2-(3′-methanesulfonyl-biphenyl-3-yl)-1-o-tolyl-piperazine hydrochloride (58 mg) in THF (1 mL) sodium hydride (12.3 mg, 60% in mineral oil) was added. After stirring for 30 min at room temperature, benzenesulfonyl chloride was added at 0° C. and stirring was continued at room temperature overnight. Water and ethyl acetate was added, the phases were separated and the inorganic one was extracted with ethyl acetate (×3). The combined organic layers were washed with water, brine, dri... Reactants: [Br-], C#CCBr, CCCC[N+](CCCC)(CCCC)CCCC, Cc1ccccc1, ClCCl, [Na+], [OH-], COc1ccc(C(O)C(=O)NNCc2ccc(O)c(OC)c2)cc1. The product is C#CCOc1ccc(CNNC(=O)C(O)c2ccc(OC)cc2)cc1OC. As a reaction SMILES: [Br-:38].[CH2:1]([C:2]#[CH:3])[Br:4].[CH3:39][CH2:40][CH2:41][CH2:42][N+:43]([CH2:44][CH2:45][CH2:46][CH3:47])([CH2:48][CH2:49][CH2:50][CH3:51])[CH2:52][CH2:53][CH2:54][CH3:55].[CH3:5][c:6]1[cH:7][cH:8][cH:9][cH:10][cH:11]1.[Cl:56][CH2:57][Cl:58].[Na+:37].[OH-:36].[OH:12][c:13]1[c:14]([O:34][CH3:35])[cH:15][c:16]([CH2:17][NH:18][NH:19][C:20]([CH:21]([c:22]2[cH:23][cH:24][c:25]([O:28][CH3:29])[cH:26][cH:27]2)[OH:30])=[O:31])[cH:32][cH:33]1>>[CH:1]#[C:2][CH2:3][O:12][c:13]1[c:14]([O:34][CH3:35])[cH:15][c:16]([CH2:17][NH:18][NH:19][C:20]([CH:21]([c:22]2[cH:23][cH:24][c:25]([O:28][CH3:29])[cH:26][cH:27]2)[OH:30])=[O:31])[cH:32][cH:33]1. Reactants: CO, ClCCl, COc1ccc(CN2C(C)(C)CN(c3cc(F)ccc3C#N)S2(=O)=O)cc1, O=C(O)C(F)(F)F. Yields the product CC1(C)CN(c2cc(F)ccc2C#N)S(=O)(=O)N1. As a reaction SMILES: [CH3:38][OH:39].[Cl:35][CH2:36][Cl:37].[F:1][c:2]1[cH:3][c:4]([N:10]2[S:11](=[O:26])(=[O:27])[N:12]([CH2:17][c:18]3[cH:19][cH:20][c:21]([O:22][CH3:23])[cH:24][cH:25]3)[C:13]([CH3:15])([CH3:16])[CH2:14]2)[c:5]([C:6]#[N:7])[cH:8][cH:9]1.[OH:28][C:29]([C:30]([F:31])([F:32])[F:33])=[O:34]>>[F:1][c:2]1[cH:3][c:4]([N:10]2[S:11](=[O:26])(=[O:27])[NH:12][C:13]([CH3:15])([CH3:16])[CH2:14]2)[c:5]([C:6]#[N:7])[cH:8][cH:9]1.